From a dataset of the Open Reaction Database (ORD), a public repository of structured organic reaction records. describe an organic reaction: reactants, conditions, products, and yield The reactants are [Cl-].[NH4+] (ammonium chloride), C(=O)(N1C=NC=C1)N1C=NC=C1 (Carbonyldiimidazole), P(=O)([O-])([O-])[O-].[K+].[K+].[K+] (Tripotassium phosphate), BrC(C(=O)OCC)CC (ethyl 2-bromobutyrate), C1(CC1)C(=O)C1=CC=C(C=C1)O (cyclopropyl(4-hydroxyphenyl)methanone), N (ammonia), P(=O)([O-])([O-])[O-].[K+].[K+].[K+] (Tripotassium phosphate), BrC(C(=O)OCC)CC (ethyl 2-bromobutyrate), [OH-].[Na+] (sodium hydroxide). Solvent: O (Water), O (water), O1CCCC1 (tetrahydrofuran), O (water), O (Water), CC(=O)C (acetone). Conditions: time 4 hour. Product: C1(CC1)C(=O)C1=CC=C(OC(C(=O)N)CC)C=C1 (2-[4-(Cyclopropylcarbonyl)phenoxy]butanamide). The yield is 87.6%. As a reaction SMILES: P([O-])([O-])([O-])=O.[K+].[K+].[K+].Br[CH:10]([CH2:16][CH3:17])[C:11](OCC)=[O:12].[CH:18]1([C:21]([C:23]2[CH:28]=[CH:27][C:26]([OH:29])=[CH:25][CH:24]=2)=[O:22])[CH2:20][CH2:19]1.[OH-].[Na+].[Cl-].[NH4+].C(N1C=CN=C1)([N:36]1C=CN=C1)=O.N>O.O1CCCC1.CC(C)=O>[CH:18]1([C:21]([C:23]2[CH:24]=[CH:25][C:26]([O:29][CH:10]([CH2:16][CH3:17])[C:11]([NH2:36])=[O:12])=[CH:27][CH:28]=2)=[O:22])[CH2:19][CH2:20]1 |f:0.1.2.3,6.7,8.9|. Reported procedure: Tripotassium phosphate (8.17 g, 38.5 mmol) and ethyl 2-bromobutyrate (4.77 mL, 32.6 mmol) were added to an acetone (24 mL) solution of cyclopropyl(4-hydroxyphenyl)methanone (4.80 g, 29.6 mmol) at room temperature, and the mixture was stirred for 4 hours under reflux. Tripotassium phosphate (1.57 g, 7.40 mmol) and ethyl 2-bromobutyrate (1.08 mL, 7.40 mmol) were added to the mixture at room temperature, and the resulting mixture was stirred for 3 hours under reflux. After the reaction mixture was ... Product: FC1=CC=C(C=C1)N1N=CC2=CC3=C(C=C12)CCCC3=CC#N (2-(1-(4-fluorophenyl)-7,8-dihydro-1H-benzo[f]indazol-5(6H)-ylidene)acetonitrile). Starting materials: C(#N)CP(OCC)(OCC)=O (diethyl (cyanomethyl)phosphonate), [H-].[Na+] (sodium hydride), FC1=CC=C(C=C1)N1N=CC2=CC3=C(C=C12)CCCC3=O (1-(4-fluorophenyl)-7,8-dihydro-1H-benzo[f]indazol-5(6H)-one). As a reaction SMILES: [H-].[Na+].[C:3]([CH2:5]P(=O)(OCC)OCC)#[N:4].[F:14][C:15]1[CH:20]=[CH:19][C:18]([N:21]2[C:29]3[C:24](=[CH:25][C:26]4[C:33](=O)[CH2:32][CH2:31][CH2:30][C:27]=4[CH:28]=3)[CH:23]=[N:22]2)=[CH:17][CH:16]=1>COCCOC>[F:14][C:15]1[CH:16]=[CH:17][C:18]([N:21]2[C:29]3[C:24](=[CH:25][C:26]4[C:33](=[CH:5][C:3]#[N:4])[CH2:32][CH2:31][CH2:30][C:27]=4[CH:28]=3)[CH:23]=[N:22]2)=[CH:19][CH:20]=1 |f:0.1|. Run in COCCOC (DME). Conditions: time 3 hour. Reported procedure: To a stirred suspension of sodium hydride (60% in oil, 12.0 g, 300 mmol) in DME (600 mL) was added diethyl (cyanomethyl)phosphonate (53.1 g, 300 mmol) at a dropwise rate under nitrogen. After gas evolution ceases (about 30 min), 1-(4-fluorophenyl)-7,8-dihydro-1H-benzo[f]indazol-5(6H)-one (4, R1=4-Fluorophenyl) (42.0 g, 150 mmol) was added in portions. The reaction was stirred at rt for about 3 h, then the reaction was concentrated under reduced pressure and the residue was dissolved with EtOAc (... The reactants are BrC1=C(C(=CC=C1)Br)O (2,6-dibromophenol), COCCl (chloromethyl methyl ether). Yields the product BrC1=C(C(=CC=C1)Br)OCOC (1,3-Dibromo-2-methoxymethoxybenzene). Yield: 99.9%. RXN SMILES: [Br:1][C:2]1[CH:7]=[CH:6][CH:5]=[C:4]([Br:8])[C:3]=1[OH:9].[CH3:10][O:11][CH2:12]Cl>>[Br:1][C:2]1[CH:7]=[CH:6][CH:5]=[C:4]([Br:8])[C:3]=1[O:9][CH2:10][O:11][CH3:12]. Reported procedure: In a manner similar to that of Example 7(a), by reaction of 19.16 g (76.1 mmol) of 2,6-dibromophenol with 7.35 g (91.3 mmol) of chloromethyl methyl ether, 22.50 g (100%) of the expected product are obtained in the form of a colourless oil. The reactants are CC(C)(C)OC(=O)N1CCC(c2ccc(OCCCOCc3ccccc3)cc2)C(OCc2ccc3ccc(O)cc3c2)C1, CN(C)C=O, CN1CCN(CCCl)CC1, Cl, [H-], [I-], [K+], [Na+]. The product is CN1CCN(CCOc2ccc3ccc(COC4CN(C(=O)OC(C)(C)C)CCC4c4ccc(OCCCOCc5ccccc5)cc4)cc3c2)CC1. RXN SMILES: [CH2:1]([c:2]1[cH:3][cH:4][cH:5][cH:6][cH:7]1)[O:8][CH2:9][CH2:10][CH2:11][O:12][c:13]1[cH:14][cH:15][c:16]([CH:19]2[CH:20]([O:32][CH2:33][c:34]3[cH:35][c:36]4[cH:37][c:38]([OH:44])[cH:39][cH:40][c:41]4[cH:42][cH:43]3)[CH2:21][N:22]([C:25](=[O:26])[O:27][C:28]([CH3:29])([CH3:30])[CH3:31])[CH2:23][CH2:24]2)[cH:17][cH:18]1.[CH3:60][N:61]([CH3:62])[CH:63]=[O:64].[Cl:46][CH2:47][CH2:48][N:49]1[CH2:50][CH2:51][N:52]([CH3:55])[CH2:53][CH2:54]1.[ClH:45].[H-:58].[I-:57].[K+:56].[Na+:59]>>[CH2:1]([c:2]1[cH:3][cH:4][cH:5][cH:6][cH:7]1)[O:8][CH2:9][CH2:10][CH2:11][O:12][c:13]1[cH:14][cH:15][c:16]([CH:19]2[CH:20]([O:32][CH2:33][c:34]3[cH:35][c:36]4[cH:37][c:38]([O:44][CH2:47][CH2:48][N:49]5[CH2:50][CH2:51][N:52]([CH3:55])[CH2:53][CH2:54]5)[cH:39][cH:40][c:41]4[cH:42][cH:43]3)[CH2:21][N:22]([C:25](=[O:26])[O:27][C:28]([CH3:29])([CH3:30])[CH3:31])[CH2:23][CH2:24]2)[cH:17][cH:18]1.